From a dataset of the Open Reaction Database (ORD), a public repository of structured organic reaction records. describe an organic reaction: reactants, conditions, products, and yield Reactants: CNN (methylhydrazine), COC1=C(C=C(CCNN2C(C3=CC=CC=C3C2=O)=O)C=C1)C (2-[(4-methoxy-3-methylbenzyl)methylamino]isoindole-1,3-dione), O1CCCC1 (Tetrahydrofuran), CNN (methylhydrazine). Run at time 1 hour. Yields the product COC1=C(C=C(CN(N)C)C=C1)C (N-(4-Methoxy-3-methylbenzyl)-N-methylhydrazine). Isolated yield 31.0%. RXN SMILES: [CH3:1][NH:2][NH2:3].[CH3:4][O:5][C:6]1[CH:25]=[CH:24][C:9](CCNN2C(=O)C3C(=CC=CC=3)C2=O)=[CH:8][C:7]=1[CH3:26].O1CCC[CH2:28]1>>[CH3:4][O:5][C:6]1[CH:25]=[CH:24][C:9]([CH2:1][N:2]([CH3:28])[NH2:3])=[CH:8][C:7]=1[CH3:26]. Reported procedure: Tetrahydrofuran (30 ml) and methylhydrazine (138 mg) were added to 2-[(4-methoxy-3-methylbenzyl)methylamino]isoindole-1,3-dione (621 mg) prepared in the Step 15-1-3, and the mixture was stirred at a room temperature for one hour. Another methylhydrazine (138 mg) was added thereto, the resulting mixture was stirred for 12 hours. The solvent was distilled off under a reduced pressure. Dichloromethane was added to the residue, and the insoluble matter was removed by filtration. The filtrate was con... RXN SMILES: [C:40](=[O:41])([O-:42])[O-:43].[CH3:16][C:17](=[O:18])[O-:19].[CH3:1][N:2]([S:3](=[O:4])(=[O:5])[c:6]1[cH:7][c:8]([CH3:13])[c:9]([Br:12])[cH:10][cH:11]1)[CH3:14].[CH3:20][O:21][c:22]1[cH:23][c:24]([CH2:28][CH2:29][c:30]2[n:31][c:32]3[c:33]([n:34][cH:35][c:36]([I:38])[cH:37]3)[nH:39]2)[n:25][cH:26][cH:27]1.[Cl-:47].[K+:15].[K+:44].[K+:45].[Li+:46].[O:48]1[CH2:49][CH2:50][O:51][CH2:52][CH2:53]1.[OH2:54].[Pd:55].[c:113]1([P:114]([c:115]2[cH:116][cH:117][cH:118][cH:119][cH:120]2)[c:121]2[cH:122][cH:123][cH:124][cH:125][cH:126]2)[cH:127][cH:128][cH:129][cH:130][cH:131]1.[c:56]1([P:57]([c:58]2[cH:59][cH:60][cH:61][cH:62][cH:63]2)[c:64]2[cH:65][cH:66][cH:67][cH:68][cH:69]2)[cH:70][cH:71][cH:72][cH:73][cH:74]1.[c:75]1([P:76]([c:77]2[cH:78][cH:79][cH:80][cH:81][cH:82]2)[c:83]2[cH:84][cH:85][cH:86][cH:87][cH:88]2)[cH:89][cH:90][cH:91][cH:92][cH:93]1.[c:94]1([P:95]([c:96]2[cH:97][cH:98][cH:99][cH:100][cH:101]2)[c:102]2[cH:103][cH:104][cH:105][cH:106][cH:107]2)[cH:108][cH:109][cH:110][cH:111][cH:112]1>>[CH3:1][N:2]([S:3](=[O:4])(=[O:5])[c:6]1[cH:7][c:8]([CH3:13])[c:9](-[c:36]2[cH:35][n:34][c:33]3[c:32]([n:31][c:30]([CH2:29][CH2:28][c:24]4[cH:23][c:22]([O:21][CH3:20])[cH:27][cH:26][n:25]4)[nH:39]3)[cH:37]2)[cH:10][cH:11]1)[CH3:14]. The reactants are O=C([O-])[O-], CC(=O)[O-], Cc1cc(S(=O)(=O)N(C)C)ccc1Br, COc1ccnc(CCc2nc3cc(I)cnc3[nH]2)c1, [Cl-], [K+], [K+], [K+], [Li+], C1COCCO1, O, [Pd], c1ccc(P(c2ccccc2)c2ccccc2)cc1, c1ccc(P(c2ccccc2)c2ccccc2)cc1, c1ccc(P(c2ccccc2)c2ccccc2)cc1, c1ccc(P(c2ccccc2)c2ccccc2)cc1. The product is COc1ccnc(CCc2nc3cc(-c4ccc(S(=O)(=O)N(C)C)cc4C)cnc3[nH]2)c1. Starting materials: COC1=CC=C2C(=CC=NC2=C1)OC=1C=C2C=CC=C(C2=CC1)C(=O)O (6-(7-methoxyquinolin-4-yloxy)-1-naphthoic acid), NCC1=CC=C(C(=O)NC2=C(C=CC=C2)N)C=C1 (4-(aminomethyl)-N-(2-aminophenyl)benzamide). The product is NC1=C(C=CC=C1)NC(=O)C1=CC=C(CNC(=O)C2=CC=CC3=CC(=CC=C23)OC2=CC=NC3=CC(=CC=C23)OC)C=C1 (N-(4-((2-aminophenyl)carbamoyl)benzyl)-6-(7-methoxyquinolin-4-yloxy)-1-naphthamide). Isolated yield 84.9%. As a reaction SMILES: [CH3:1][O:2][C:3]1[CH:12]=[C:11]2[C:6]([C:7]([O:13][C:14]3[CH:15]=[C:16]4[C:21](=[CH:22][CH:23]=3)[C:20]([C:24]([OH:26])=O)=[CH:19][CH:18]=[CH:17]4)=[CH:8][CH:9]=[N:10]2)=[CH:5][CH:4]=1.[NH2:27][CH2:28][C:29]1[CH:44]=[CH:43][C:32]([C:33]([NH:35][C:36]2[CH:41]=[CH:40][CH:39]=[CH:38][C:37]=2[NH2:42])=[O:34])=[CH:31][CH:30]=1>>[NH2:42][C:37]1[CH:38]=[CH:39][CH:40]=[CH:41][C:36]=1[NH:35][C:33]([C:32]1[CH:43]=[CH:44][C:29]([CH2:28][NH:27][C:24]([C:20]2[C:21]3[C:16](=[CH:15][C:14]([O:13][C:7]4[C:6]5[C:5](=[CH:4][C:3]([O:2][CH3:1])=[CH:12][CH:11]=5)[N:10]=[CH:9][CH:8]=4)=[CH:23][CH:22]=3)[CH:17]=[CH:18][CH:19]=2)=[O:26])=[CH:30][CH:31]=1)=[O:34]. Reported procedure: The title compound (48.3 mg, 85% yield) was prepared as a brown solid from 6-(7-methoxyquinolin-4-yloxy)-1-naphthoic acid (34.5 mg, 0.1 mmol) and 4-(aminomethyl)-N-(2-aminophenyl)benzamide (28.9 mg, 0.12 mmol) by an analogous procedure to that described in example 16. 1H NMR (DMSO-d6) δ 3.95 (s, 3H, —OCH3), 4.64 (d, J=5.6 Hz, 2H, —CH2), 4.87 (s, 2H, benzene-NH2), 6.58-6.62 (m, 2H, Ar—H), 6.78 (dd, J=1.2 and 7.8 Hz, 1H, Ar—H), 6.97 (td, J=1.4 and 8.1 Hz, 1H, Ar—H), 7.18 (d, J=7.0 Hz, 1H, Ar—H), 7... Reactants: CN(C)C=O, CI, [H-], [Na+], O, N#Cc1ccc(N2CCC(CCO)CC2)c2ccccc12. RXN SMILES: [CH3:22][N:23]([CH3:24])[CH:25]=[O:26].[CH3:29][I:30].[H-:27].[Na+:28].[OH2:31].[OH:1][CH2:2][CH2:3][CH:4]1[CH2:5][CH2:6][N:7]([c:10]2[cH:11][cH:12][c:13]([C:20]#[N:21])[c:14]3[cH:15][cH:16][cH:17][cH:18][c:19]23)[CH2:8][CH2:9]1>>[O:1]([CH2:2][CH2:3][CH:4]1[CH2:5][CH2:6][N:7]([c:10]2[cH:11][cH:12][c:13]([C:20]#[N:21])[c:14]3[cH:15][cH:16][cH:17][cH:18][c:19]23)[CH2:8][CH2:9]1)[CH3:22]. Product: COCCC1CCN(c2ccc(C#N)c3ccccc23)CC1. Reactants: compound 3, CCCCCCCCCCCCCCCCOCCOCCOCCOCCOCCOCCOCCOCCOCCOCCOCCOCCOCCOCCOCCOCCOCCOCCOCCOCCO (Brij58). Run in C1CCOC1.CCCCCCC (THF heptane). The product is O.CCCCCCCCCCCCCCCCOCCOCCOCCOCCOCCOCCOCCOCCOCCOCCOCCOCCOCCOCCOCCOCCOCCOCCOCCOCCO (Water Brij58). RXN SMILES: [CH3:1][CH2:2][CH2:3][CH2:4][CH2:5][CH2:6][CH2:7][CH2:8][CH2:9][CH2:10][CH2:11][CH2:12][CH2:13][CH2:14][CH2:15][CH2:16][O:17][CH2:18][CH2:19][O:20][CH2:21][CH2:22][O:23][CH2:24][CH2:25][O:26][CH2:27][CH2:28][O:29][CH2:30][CH2:31][O:32][CH2:33][CH2:34][O:35][CH2:36][CH2:37][O:38][CH2:39][CH2:40][O:41][CH2:42][CH2:43][O:44][CH2:45][CH2:46][O:47][CH2:48][CH2:49][O:50][CH2:51][CH2:52][O:53][CH2:54][CH2:55][O:56][CH2:57][CH2:58][O:59][CH2:60][CH2:61][O:62][CH2:63][CH2:64][O:65][CH2:66][CH2:67][O:68][CH2:69][CH2:70][O:71][CH2:72][CH2:73][O:74][CH2:75][CH2:76][OH:77]>C1COCC1.CCCCCCC>[OH2:17].[CH3:1][CH2:2][CH2:3][CH2:4][CH2:5][CH2:6][CH2:7][CH2:8][CH2:9][CH2:10][CH2:11][CH2:12][CH2:13][CH2:14][CH2:15][CH2:16][O:17][CH2:18][CH2:19][O:20][CH2:21][CH2:22][O:23][CH2:24][CH2:25][O:26][CH2:27][CH2:28][O:29][CH2:30][CH2:31][O:32][CH2:33][CH2:34][O:35][CH2:36][CH2:37][O:38][CH2:39][CH2:40][O:41][CH2:42][CH2:43][O:44][CH2:45][CH2:46][O:47][CH2:48][CH2:49][O:50][CH2:51][CH2:52][O:53][CH2:54][CH2:55][O:56][CH2:57][CH2:58][O:59][CH2:60][CH2:61][O:62][CH2:63][CH2:64][O:65][CH2:66][CH2:67][O:68][CH2:69][CH2:70][O:71][CH2:72][CH2:73][O:74][CH2:75][CH2:76][OH:77] |f:1.2,3.4|. Reported procedure: A solution of compound 3 (20 mg) and PIB (20 mg) in THF/heptane (9:1, 1 mL) was added to an aqueous solution of Brij58 (10 mL, 1% w/w). The overall mixture was ultrasonicated with an ultrasonication tip for 10 minutes. Starting materials: CCCCCCCCCCCCCCCC.O (hexadecane water), C(CCCCCCCCCCC)OS(=O)(=O)[O-].[Na+] (sodium dodecylsulfate), 60, α, CCCCCCC.O (heptane water), [Na] (Sodium). Run in O (water). The product is 61, CCCCCCCCCCCCC1=CC=CC=C1S(=O)(=O)[O-].[Na+] (SDBS). Reaction SMILES: [CH3:1][CH2:2][CH2:3][CH2:4][CH2:5][CH2:6][CH3:7].O.C([O:21][S:22]([O-])(=[O:24])=[O:23])CCCCCCCCCCC.[Na+:26].CCCCC[CH2:32][CH2:33][CH2:34][CH2:35][CH2:36][CH2:37][CH2:38][CH2:39][CH2:40][CH2:41][CH3:42].O.[Na]>O>[CH3:1][CH2:2][CH2:3][CH2:4][CH2:5][CH2:6][CH2:7][CH2:42][CH2:41][CH2:40][CH2:39][CH2:38][C:37]1[C:32]([S:22]([O-:24])(=[O:23])=[O:21])=[CH:33][CH:34]=[CH:35][CH:36]=1.[Na+:26] |f:0.1,2.3,4.5,8.9,^1:43|. Procedure details: Values of α reported for a number of anionic surfactants at air-waterand heptane-water interfaces range from 45 to 72 Å2 . Oh and Shah estimated α of sodium dodecylsulfate at hexadecane/water and air/water interfaces as 68.9 and 5.18 Å2 respectively. Sodium dodecylbenzosulfonate (SDBS), an anionic surfactant, exhibited saturation adsorption on graphon, a hydrophobic surface, at the CMC, with α value of 60 Å2. We obtained α value of 61 Å2 for SDBS at decane-water interface, from a plot of interfa... Starting materials: [OH-].[Na+] (NaOH), COC(=O)C=1C(=C(N2C1CC=1C=C(C=CC21)OC)C2=CC=C(C=C2)OC)C(=O)OC (6-methoxy-3-(4-methoxyphenyl)-8H-3a-aza-cyclopenta[a]indene-1,2-dicarboxylic acid dimethyl ester), [H-].[H-].[H-].[H-].[Li+].[Al+3] (LiAlH4), [H-] (hydride). Solvent: O (water), O (water), ClCCl (dichloromethane), CCOCC (ether). Run at time 15 minute. The product is OCC=1C(=C2N(C=3C=CC(=CC3C2)OC)C1C1=CC=C(C=C1)OC)CO ((2-Hydroxymethyl-6-methoxy-3-(4-methoxyphenyl)-8H-3a-aza-cyclopenta-[a]inden-1-yl)methanol). Reaction SMILES: C[O:2][C:3]([C:5]1[C:6]([C:27](OC)=[O:28])=[C:7]([C:19]2[CH:24]=[CH:23][C:22]([O:25][CH3:26])=[CH:21][CH:20]=2)[N:8]2[C:16]3[CH:15]=[CH:14][C:13]([O:17][CH3:18])=[CH:12][C:11]=3[CH2:10][C:9]=12)=O.[H-].[H-].[H-].[H-].[Li+].[Al+3].[H-].[OH-].[Na+]>ClCCl.CCOCC.O>[OH:28][CH2:27][C:6]1[C:5]([CH2:3][OH:2])=[C:9]2[CH2:10][C:11]3[CH:12]=[C:13]([O:17][CH3:18])[CH:14]=[CH:15][C:16]=3[N:8]2[C:7]=1[C:19]1[CH:20]=[CH:21][C:22]([O:25][CH3:26])=[CH:23][CH:24]=1 |f:1.2.3.4.5.6,8.9|. Reported procedure: A solution of 6-methoxy-3-(4-methoxyphenyl)-8H-3a-aza-cyclopenta[a]indene-1,2-dicarboxylic acid dimethyl ester (1.73 g, 3.56 mmol) in anhydrous dichloromethane (20 mL) was added dropwise to a stirred suspension of LiAlH4 (0.45 g, 11.85 mmol) in anhydrous ether (40 mL) at 0° C. The mixture was stirred for 15 min after the addition was completed. The excess hydride was carefully decomposed by the slow, sequential addition of water (1 mL), 15% NaOH aqueous solution (1 mL), and water (3 mL). The sol... Starting materials: N1(C=NC=C1)CCCCN1C(C2=CC=CC=C2C1=O)=O (2-[4-(1H-imidazol-1-yl)butyl]-1H-isoindole-1,3(2H)-dione), O.NN (hydrazine hydrate), Cl (hydrochloric acid), N1(C=NC=C1)CCCCCCCCN1C(C2=CC=CC=C2C1=O)=O (2-[8-(1H-imidazol-1-yl)octyl]-1H-isoindole-1,3(2H)-dione), N1(C=NC=C1)CCCCCCCCN (1H-imidazole-1-octanamine). The solvent is C(C)O (ethanol). Product: N1(C=NC=C1)CCCCN (1H-Imidazole-1-butanamine). As a reaction SMILES: [N:1]1([CH2:6][CH2:7][CH2:8][CH2:9][N:10]2C(=O)C3C(=CC=CC=3)C2=O)[CH:5]=[CH:4][N:3]=[CH:2]1.O.NN.Cl.N1(CCCCCCCCN2C(=O)C3C(=CC=CC=3)C2=O)C=CN=C1.N1(CCCCCCCCN)C=CN=C1>C(O)C>[N:1]1([CH2:6][CH2:7][CH2:8][CH2:9][NH2:10])[CH:5]=[CH:4][N:3]=[CH:2]1 |f:1.2|. Procedure details: A mixture of 0.2 mole of 2-[4-(1H-imidazol-1-yl)butyl]-1H-isoindole-1,3(2H)-dione, 0.22 mole of hydrazine hydrate and 400 ml of ethanol was heated on a steam bath for 3 hours and then treated with 400 ml of 3N hydrochloric acid and heated at reflux for an additional 2 hours. The insoluble material was filtered off and the mother liquor was concentrated to a low volume and again filtered. The remainder of the volatile material was distilled off and the residue was treated with saturated potassium...